From a dataset of the Open Reaction Database (ORD), a public repository of structured organic reaction records. describe an organic reaction: reactants, conditions, products, and yield Starting materials: C(C)(=O)NC1=NN2C(C(=C(C(=C2)C(=O)N)C)C2=CC(=CC=C2)C(F)(F)F)=N1 (2-acetylamino-7-methyl-8-(3-trifluoromethyl-phenyl)-[1,2,4]triazolo[1,5-a]pyridine-6-carboxylic acid amide), COC(N(C)C)OC (N,N-dimethylformamide dimethyl acetal). Run in C1CCOC1 (THF). Reaction conditions: temperature 100 celsius. Product: CN(\C=N\C(=O)C=1C(=C(C=2N(C1)N=C(N2)NC(C)=O)C2=CC(=CC=C2)C(F)(F)F)C)C (2-acetylamino-7-methyl-8-(3-trifluoromethyl-phenyl)-[1,2,4]triazolo[1,5-a]pyridine-6-carboxylic acid 1-dimethylamino-meth-(E)-ylideneamide). RXN SMILES: [C:1]([NH:4][C:5]1[N:27]=[C:8]2[C:9]([C:17]3[CH:22]=[CH:21][CH:20]=[C:19]([C:23]([F:26])([F:25])[F:24])[CH:18]=3)=[C:10]([CH3:16])[C:11]([C:13]([NH2:15])=[O:14])=[CH:12][N:7]2[N:6]=1)(=[O:3])[CH3:2].CO[CH:30](OC)[N:31]([CH3:33])[CH3:32]>C1COCC1>[CH3:30][N:31]([CH3:33])/[CH:32]=[N:15]/[C:13]([C:11]1[C:10]([CH3:16])=[C:9]([C:17]2[CH:22]=[CH:21][CH:20]=[C:19]([C:23]([F:26])([F:25])[F:24])[CH:18]=2)[C:8]2[N:7]([N:6]=[C:5]([NH:4][C:1](=[O:3])[CH3:2])[N:27]=2)[CH:12]=1)=[O:14]. Procedure: To a solution of 2-acetylamino-7-methyl-8-(3-trifluoromethyl-phenyl)-[1,2,4]triazolo[1,5-a]pyridine-6-carboxylic acid amide (Int. 22, 100 mg, 0.27 mmol) in THF (2 mL) was added N,N-dimethylformamide dimethyl acetal, (53 μL, 0.40 mmol) and the reaction mixture was heated at 100° C. for 10 mins using microwave irradiation. The solvent was removed in vacuo to afford crude 2-acetylamino-7-methyl-8-(3-trifluoromethyl-phenyl)-[1,2,4]triazolo[1,5-a]pyridine-6-carboxylic acid 1-dimethylamino-meth-(E)-yl... Starting materials: C1(=CCCCC1)C1=CC=CC(=N1)C(=O)O (6-cyclohexenyl-pyridine-2-carboxylic acid). Reagents/catalysts: [Pd] (palladium on carbon). Solvent: C(C)O (ethanol). Conditions: time 8 hour. Product: C1(CCCCC1)C1=CC=CC(=N1)C(=O)O (6-Cyclohexyl-pyridine-2-carboxylic acid). As a reaction SMILES: [C:1]1([C:7]2[N:12]=[C:11]([C:13]([OH:15])=[O:14])[CH:10]=[CH:9][CH:8]=2)[CH2:6][CH2:5][CH2:4][CH2:3][CH:2]=1>C(O)C.[Pd]>[CH:1]1([C:7]2[N:12]=[C:11]([C:13]([OH:15])=[O:14])[CH:10]=[CH:9][CH:8]=2)[CH2:2][CH2:3][CH2:4][CH2:5][CH2:6]1. Reported procedure: To a solution of 6-cyclohexenyl-pyridine-2-carboxylic acid (0.8 g, 3.94 mmol) in ethanol (50 mL) was added 10% palladium on carbon (20%, 0.16 g) under an atmosphere of nitrogen. The suspension was degassed under vacuum and exchanged with hydrogen several times. The mixture was stirred under hydrogen balloon at ambient temperature overnight. The reaction mixture was filtered through a pad of celite, the pad was washed with ethanol and the combined filtrates were concentrated to dryness. The crude... Starting materials: N1CCC(CC1)=O (4-piperidone). The solvent is ClCCCC (1-chlorobutane). Yields the product C(CCC)N1CCC(CC1)=O (1-Butyl-4-piperidone). RXN SMILES: [NH:1]1[CH2:6][CH2:5][C:4](=[O:7])[CH2:3][CH2:2]1>ClCCCC>[CH2:2]([N:1]1[CH2:6][CH2:5][C:4](=[O:7])[CH2:3][CH2:2]1)[CH2:3][CH2:4][CH3:5]. Reported procedure: 1-Butyl-4-piperidone is prepared from 4-piperidone and 1-chlorobutane essentially as described above in Example 38, Scheme C, step a. Starting materials: O=C(n1ccnc1)n1ccnc1, C1CCOC1, COC(=O)c1ccc(Nc2c(C(=O)O)ccc(F)c2F)cc1, NOCCO. Product: COC(=O)c1ccc(Nc2c(C(=O)NOCCO)ccc(F)c2F)cc1. As a reaction SMILES: [C:28]([n:29]1[cH:30][cH:31][n:32][cH:33]1)([n:34]1[cH:35][cH:36][n:37][cH:38]1)=[O:39].[CH2:40]1[O:41][CH2:42][CH2:43][CH2:44]1.[F:6][c:7]1[c:8]([NH:17][c:18]2[cH:19][cH:20][c:21]([C:24](=[O:25])[O:26][CH3:27])[cH:22][cH:23]2)[c:9]([C:10](=[O:11])[OH:12])[cH:13][cH:14][c:15]1[F:16].[NH2:1][O:2][CH2:3][CH2:4][OH:5]>>[NH:1]([O:2][CH2:3][CH2:4][OH:5])[C:10]([c:9]1[c:8]([NH:17][c:18]2[cH:19][cH:20][c:21]([C:24](=[O:25])[O:26][CH3:27])[cH:22][cH:23]2)[c:7]([F:6])[c:15]([F:16])[cH:14][cH:13]1)=[O:11]. The solvent is C(C)O (ethanol). Product: COC1=C(C=CC(=C1)OC)C1CC(=NCCS1)C=1C(OC(=CC1O)C)=O (3-[7-(2,4-dimethoxyphenyl)-2,3,6,7-tetrahydro-[1,4]thiazepin-5-yl]-4-hydroxy-6-methyl-pyran-2-one). Procedure: The crude reaction mixture prepared in Step 5.1 was diluted with absolute ethanol (5 mL). 2-Aminoethanethiol (2.31 g, 30 mmol fresh dry material) was added and the mixture heated to 75° C. The reaction was monitored by TLC (silica gel, hexane-ethyl acetate (1:1 v/v) and methylene chloride-ethyl acetate-acetone (5:5:1 v/v)) and analytical HPLC. After 1.5 hours (>90% completion) the reaction was allowed to cool to room temperature to form a yellow crystalline solid. The solid material was collecte... The yield is 61.0%. Reaction conditions: temperature 75 celsius, time 1.5 hour. Reactants: COC1=C(C=CC(=C1)OC)C=CC(=O)C=1C(OC(=CC1O)C)=O (3-[3-(2,4-dimethoxy-phenyl)-acryloyl]-4-hydroxy-6-methyl-pyran-2-one), C(Cl)Cl.C(C)(=O)OCC.CC(=O)C (methylene chloride ethyl acetate acetone), NCCS (2-Aminoethanethiol), CCCCCC.C(C)(=O)OCC (hexane ethyl acetate). RXN SMILES: [CH3:1][O:2][C:3]1[CH:8]=[C:7]([O:9][CH3:10])[CH:6]=[CH:5][C:4]=1[CH:11]=[CH:12][C:13]([C:15]1[C:16](=[O:23])[O:17][C:18]([CH3:22])=[CH:19][C:20]=1[OH:21])=O.[NH2:24][CH2:25][CH2:26][SH:27].CCCCCC.C(OCC)(=O)C.C(Cl)Cl.C(OCC)(=O)C.CC(C)=O>C(O)C>[CH3:1][O:2][C:3]1[CH:8]=[C:7]([O:9][CH3:10])[CH:6]=[CH:5][C:4]=1[CH:11]1[S:27][CH2:26][CH2:25][N:24]=[C:13]([C:15]2[C:16](=[O:23])[O:17][C:18]([CH3:22])=[CH:19][C:20]=2[OH:21])[CH2:12]1 |f:2.3,4.5.6|. Starting materials: ClC1=CC=C2C(=C(N(C2=C1)C)C=1C=NC=C(C1)C=O)C#N (6-chloro-2-(5-formyl-pyridin-3-yl)-1-methyl-1H-indole-3-carbonitrile), C1(=CC=CC=C1)CS(=O)(=O)N (phenyl-methanesulfonamide). Product: ClC1=CC=C2C(=C(N(C2=C1)C)C=1C=C(C=NC1)CNS(=O)(=O)CC1=CC=CC=C1)C#N (N-[5-(6-chloro-3-cyano-1-methyl-1H-indol-2-yl)-pyridin-3-ylmethyl]-C-phenyl-methanesulfonamide). RXN SMILES: [Cl:1][C:2]1[CH:10]=[C:9]2[C:5]([C:6]([C:20]#[N:21])=[C:7]([C:12]3[CH:13]=[N:14][CH:15]=[C:16]([CH:18]=O)[CH:17]=3)[N:8]2[CH3:11])=[CH:4][CH:3]=1.[C:22]1([CH2:28][S:29]([NH2:32])(=[O:31])=[O:30])[CH:27]=[CH:26][CH:25]=[CH:24][CH:23]=1>>[Cl:1][C:2]1[CH:10]=[C:9]2[C:5]([C:6]([C:20]#[N:21])=[C:7]([C:12]3[CH:17]=[C:16]([CH2:18][NH:32][S:29]([CH2:28][C:22]4[CH:23]=[CH:24][CH:25]=[CH:26][CH:27]=4)(=[O:30])=[O:31])[CH:15]=[N:14][CH:13]=3)[N:8]2[CH3:11])=[CH:4][CH:3]=1. Reported procedure: 6-Chloro-2-(5-formyl-pyridin-3-yl)-1-methyl-1H-indole-3-carbonitrile (Example 126) and phenyl-methanesulfonamide are processed according to the method described in Example 170 to give N-[5-(6-chloro-3-cyano-1-methyl-1H-indol-2-yl)-pyridin-3-ylmethyl]-C-phenyl-methanesulfonamide. 1H NMR (400 MHz, DMSO-d6) δ ppm 3.77 (s, 3H), 4.31 (s, 2H), 4.44 (s, 2H), 7.30-7.41 (m, 6H), 7.73 (d, J=8.3 Hz, 1H), 7.83 (br. s., 1H), 7.97 (d, J=1.5 Hz, 1H), 8.03 (t, J=2.1 Hz, 1H), 8.73 (d, J=2.0 Hz, 1H), 8.79 (d, J=2... Reactants: NC1=CC=C(C=C1)C1=CC=C(C=C1)C(CC(C(=O)OC)(C)C)=O (methyl 4-(4′-amino-1,1′-biphenyl-4-yl)-2,2-dimethyl-4-oxobutanoate), BrC=1SC=CN1 (2-bromothiazole), S1C(=NC2=C1C=CC=C2)NC2=CC=C(C=C2)C2=CC=C(C=C2)C(CC(C(=O)O)(C)C)=O (4-[4′-(1,3-benzothiazol-2-ylamino)-1,1′-biphenyl-4-yl]-2,2-dimethyl-4-oxobutanoic acid). Product: CC(C(=O)O)(CC(C1=CC=C(C=C1)C1=CC=C(C=C1)NC=1SC=CN1)=O)C (2,2-Dimethyl-4-oxo-4-[4′-(1,3-thiazol-2-ylamino)-1,1′-biphenyl-4-yl]butanoic acid). Yield: 24.0%. RXN SMILES: NC1C=CC(C2C=CC(C(=O)CC(C)(C)C(OC)=O)=CC=2)=CC=1.BrC1SC=CN=1.[S:30]1[C:34]2C=CC=C[C:33]=2[N:32]=[C:31]1[NH:39][C:40]1[CH:45]=[CH:44][C:43]([C:46]2[CH:51]=[CH:50][C:49]([C:52](=[O:60])[CH2:53][C:54]([CH3:59])([CH3:58])[C:55]([OH:57])=[O:56])=[CH:48][CH:47]=2)=[CH:42][CH:41]=1>>[CH3:58][C:54]([CH3:59])([CH2:53][C:52](=[O:60])[C:49]1[CH:48]=[CH:47][C:46]([C:43]2[CH:44]=[CH:45][C:40]([NH:39][C:31]3[S:30][CH:34]=[CH:33][N:32]=3)=[CH:41][CH:42]=2)=[CH:51][CH:50]=1)[C:55]([OH:57])=[O:56]. Reported procedure: This compound was prepared from methyl 4-(4′-amino-1,1′-biphenyl-4-yl)-2,2-dimethyl-4-oxobutanoate (64 mg, 0.21 mmol) and 2-bromothiazole (41 mg, 0.25 mmol) in a similar manner to the method described for 4-[4′-(1,3-benzothiazol-2-ylamino)-1,1′-biphenyl-4-yl]-2,2-dimethyl-4-oxobutanoic acid, providing 18.6 mg (24%) of the desired product. LC-MS m/z 381.4 (MH+), ret. time 2.53 min.